This data is from the Open Reaction Database (ORD), a public repository of structured organic reaction records. The task is: describe an organic reaction: reactants, conditions, products, and yield The product is CN(C)c1nc(NCC2CCC(CN(C)S(=O)(=O)c3ccc(Br)cc3OC(F)(F)F)CC2)nc2ccccc12. As a reaction SMILES: [Br:1][c:2]1[cH:3][c:4]([O:34][C:35]([F:36])([F:37])[F:38])[c:5]([S:8](=[O:9])(=[O:10])[NH:11][CH2:12][CH:13]2[CH2:14][CH2:15][CH:16]([CH2:19][NH:20][c:21]3[n:22][c:23]4[cH:24][cH:25][cH:26][cH:27][c:28]4[c:29]([N:31]([CH3:32])[CH3:33])[n:30]3)[CH2:17][CH2:18]2)[cH:6][cH:7]1.[H-:39].[I:41][CH3:42].[Na+:40].[O:43]=[CH:44][N:45]([CH3:46])[CH3:47]>>[Br:1][c:2]1[cH:3][c:4]([O:34][C:35]([F:36])([F:37])[F:38])[c:5]([S:8](=[O:9])(=[O:10])[N:11]([CH2:12][CH:13]2[CH2:14][CH2:15][CH:16]([CH2:19][NH:20][c:21]3[n:22][c:23]4[cH:24][cH:25][cH:26][cH:27][c:28]4[c:29]([N:31]([CH3:32])[CH3:33])[n:30]3)[CH2:17][CH2:18]2)[CH3:42])[cH:6][cH:7]1. Reactants: CN(C)c1nc(NCC2CCC(CNS(=O)(=O)c3ccc(Br)cc3OC(F)(F)F)CC2)nc2ccccc12, [H-], CI, [Na+], CN(C)C=O. Starting materials: CNCC(C)C, [Cl-], ClCCl, CN(C)C=O, CC(C)CN(C)c1cc2c(cc1C(F)(F)F)NC(=O)CC(c1cccc(-c3ccnc(CO)c3)c1)=N2, O=S(Cl)Cl. The product is CC(C)CN(C)Cc1cc(-c2cccc(C3=Nc4cc(N(C)CC(C)C)c(C(F)(F)F)cc4NC(=O)C3)c2)ccn1. Reaction SMILES: [CH2:42]([CH:43]([CH3:44])[CH3:45])[NH:46][CH3:47].[Cl-:41].[Cl:48][CH2:49][Cl:50].[O:51]=[CH:52][N:53]([CH3:54])[CH3:55].[OH:1][CH2:2][c:3]1[n:4][cH:5][cH:6][c:7](-[c:9]2[cH:10][c:11]([C:15]3=[N:16][c:17]4[c:18]([cH:23][c:24]([C:33]([F:34])([F:35])[F:36])[c:25]([N:27]([CH3:28])[CH2:29][CH:30]([CH3:31])[CH3:32])[cH:26]4)[NH:19][C:20](=[O:22])[CH2:21]3)[cH:12][cH:13][cH:14]2)[cH:8]1.[S:37]([Cl:38])([Cl:39])=[O:40]>>[CH2:2]([c:3]1[n:4][cH:5][cH:6][c:7](-[c:9]2[cH:10][c:11]([C:15]3=[N:16][c:17]4[c:18]([cH:23][c:24]([C:33]([F:34])([F:35])[F:36])[c:25]([N:27]([CH3:28])[CH2:29][CH:30]([CH3:31])[CH3:32])[cH:26]4)[NH:19][C:20](=[O:22])[CH2:21]3)[cH:12][cH:13][cH:14]2)[cH:8]1)[N:46]([CH2:42][CH:43]([CH3:44])[CH3:45])[CH3:47].